From a dataset of the Open Reaction Database (ORD), a public repository of structured organic reaction records. describe an organic reaction: reactants, conditions, products, and yield Reactants: ClC1=C2C(=NC=C1)NC=C2 (4-chloro-1H-pyrrolo[2,3-b]pyridine), [H-].[Na+] (NaH), ClCCC(C1=CC=CC=C1)OS(=O)(=O)C (methanesulfonic acid 3-chloro-1-phenyl-propyl ester), ice water. Solvent: CN(C)C=O (DMF). Conditions: time 8 hour. Product: ClC1=C2C(=NC=C1)N(C=C2)C(CCCl)C2=CC=CC=C2 (4-Chloro-1-(3-chloro-1-phenyl-propyl)-1H-pyrrolo[2,3-b]pyridine), ClC1=CC=[N+]2CCC(N3C=CC1=C32)C3=CC=CC=C3 (8-Chloro-3-phenyl-4,5-dihydro-3H-2a-aza-5a-azonia-acenaphthylene). RXN SMILES: [Cl:1][C:2]1[CH:7]=[CH:6][N:5]=[C:4]2[NH:8][CH:9]=[CH:10][C:3]=12.[H-].[Na+].[Cl:13][CH2:14][CH2:15][CH:16](OS(C)(=O)=O)[C:17]1[CH:22]=[CH:21][CH:20]=[CH:19][CH:18]=1>CN(C=O)C>[Cl:1][C:2]1[CH:7]=[CH:6][N:5]=[C:4]2[N:8]([CH:16]([C:17]3[CH:22]=[CH:21][CH:20]=[CH:19][CH:18]=3)[CH2:15][CH2:14][Cl:13])[CH:9]=[CH:10][C:3]=12.[Cl:1][C:2]1[C:3]2=[C:4]3[N+:5]([CH2:14][CH2:15][CH:16]([C:17]4[CH:22]=[CH:21][CH:20]=[CH:19][CH:18]=4)[N:8]3[CH:9]=[CH:10]2)=[CH:6][CH:7]=1 |f:1.2|. Procedure details: To a RT solution of 4-chloro-1H-pyrrolo[2,3-b]pyridine (200 mg, 1.31 mmol) in DMF (5 mL) was added NaH (60% in mineral oil, 57.7 mg, 1.44 mmol) followed by methanesulfonic acid 3-chloro-1-phenyl-propyl ester (326 mg, 1.31 mmol). The reaction mixture was stirred at RT overnight, poured into ice-water, and extracted with EtOAc. The organic layer was washed with brine, dried over MgSO4, filtered and concentrated to yield 4-Chloro-1-(3-chloro-1-phenyl-propyl)-1H-pyrrolo[2,3-b]pyridine as a mixture w... The reactants are COC([C@@H](N)CCCNC(=O)OCC1=CC=CC=C1)=O (Nδ-benzyloxycarbonyl-L-ornithine methyl ester), CN=C=S (methyl isothiocyanate). The product is C(C1=CC=CC=C1)OC(=O)NCCCC1C(N(C(N1)=S)C)=O (5-(3-Benzyloxycarbonylaminopropyl)-3-methyl-2-thiohydantoin). RXN SMILES: CO[C:3](=[O:20])[C@H:4]([CH2:6][CH2:7][CH2:8][NH:9][C:10]([O:12][CH2:13][C:14]1[CH:19]=[CH:18][CH:17]=[CH:16][CH:15]=1)=[O:11])[NH2:5].[CH3:21][N:22]=[C:23]=[S:24]>>[CH2:13]([O:12][C:10]([NH:9][CH2:8][CH2:7][CH2:6][CH:4]1[NH:5][C:23](=[S:24])[N:22]([CH3:21])[C:3]1=[O:20])=[O:11])[C:14]1[CH:15]=[CH:16][CH:17]=[CH:18][CH:19]=1. Procedure details: Using an analogous procedure to Example 1 Nδ-benzyloxycarbonyl-L-ornithine methyl ester may be reacted with methyl isothiocyanate to give the title compound Starting materials: [Al+3], CCOC(=O)c1c(C)nc(-c2ccccc2)nc1-c1ccncc1, [H-], [H-], [H-], [H-], [Li+], C1CCOC1, O. The product is Cc1nc(-c2ccccc2)nc(-c2ccncc2)c1C. As a reaction SMILES: [Al+3:2].[CH3:7][c:8]1[c:9]([C:26]([O:27][CH2:28][CH3:29])=[O:30])[c:10](-[c:20]2[cH:21][cH:22][n:23][cH:24][cH:25]2)[n:11][c:12](-[c:14]2[cH:15][cH:16][cH:17][cH:18][cH:19]2)[n:13]1.[H-:1].[H-:4].[H-:5].[H-:6].[Li+:3].[O:32]1[CH2:33][CH2:34][CH2:35][CH2:36]1.[OH2:31]>>[CH3:7][c:8]1[c:9]([CH3:26])[c:10](-[c:20]2[cH:21][cH:22][n:23][cH:24][cH:25]2)[n:11][c:12](-[c:14]2[cH:15][cH:16][cH:17][cH:18][cH:19]2)[n:13]1. Starting materials: ClCCl, CCN(C(C)C)C(C)C, CC(C)C(N)CO, [Na+], [OH-], Cc1ccc(C(=O)Cl)cc1. Product: Cc1ccc(C(=O)NC(CO)C(C)C)cc1. Reaction SMILES: [CH2:29]([Cl:30])[Cl:31].[CH:1]([N:2]([CH:3]([CH3:4])[CH3:5])[CH2:6][CH3:7])([CH3:8])[CH3:9].[NH2:10][CH:11]([CH:12]([CH3:13])[CH3:14])[CH2:15][OH:16].[Na+:28].[OH-:27].[c:17]1([CH3:26])[cH:18][cH:19][c:20]([C:23](=[O:24])[Cl:25])[cH:21][cH:22]1>>[NH:10]([CH:11]([CH:12]([CH3:13])[CH3:14])[CH2:15][OH:16])[C:23]([c:20]1[cH:19][cH:18][c:17]([CH3:26])[cH:22][cH:21]1)=[O:24].